This data is from the Open Reaction Database (ORD), a public repository of structured organic reaction records. The task is: describe an organic reaction: reactants, conditions, products, and yield The reactants are [OH-].[Na+] (Sodium hydroxide), C(C)OC(C1=CN=C(C=C1Cl)Cl)=O (4,6-dichloronicotinic acid ethyl ester), C1CCOC1.CO.O (THF MeOH water), Cl (HCl). The solvent is CCOC(=O)C.CCOCC (EtOAc Et2O). Run at time 30 minute. Yields the product ClC1=CC(=NC=C1C(=O)O)Cl (4.6-dichloronicotinic acid). Yield: 95.9%. Reaction SMILES: [OH-].[Na+].C([O:5][C:6](=[O:15])[C:7]1[C:12]([Cl:13])=[CH:11][C:10]([Cl:14])=[N:9][CH:8]=1)C.C1COCC1.CO.O.Cl>CCOC(C)=O.CCOCC>[Cl:13][C:12]1[C:7]([C:6]([OH:15])=[O:5])=[CH:8][N:9]=[C:10]([Cl:14])[CH:11]=1 |f:0.1,3.4.5,7.8|. Procedure details: Sodium hydroxide (40 mL, 6.25 M solution) was added to a stirred solution of 4,6-dichloronicotinic acid ethyl ester (22) (25.95 g, 118 mmol) in 4:1:1 THF/MeOH/water (600 mL). After 30 minutes, the reaction mixture was acidified to pH 2 with concentrated HCl, diluted with 1:1 EtOAc/Et2O and washed with water and brine. The organic layer was dried (Na2SO4) and concentrated. The resulting off-white solid was twice concentrated from toluene to give the desired product (23) as a white solid (21.73 g,... Reactants: FC(C(=O)O)(F)F (Trifluoroacetic acid), C(C)(C)(C)OC(CN1CCN(CC1)S(=O)(=O)C1=CC=C(C=C1)OC)=O ([4-(4-methoxy-benzenesulfonyl)-piperazin-1-yl]-acetic acid tert-butyl ester). Run in ClCCl (dichloromethane). Run at time 3 day. The product is COC1=CC=C(C=C1)S(=O)(=O)N1CCN(CC1)CC(=O)O ([4-(4-Methoxy-benzenesulfonyl)-piperazin-1-yl]-acetic acid). Yield: 99.4%. Reaction SMILES: FC(F)(F)C(O)=O.C([O:12][C:13](=[O:32])[CH2:14][N:15]1[CH2:20][CH2:19][N:18]([S:21]([C:24]2[CH:29]=[CH:28][C:27]([O:30][CH3:31])=[CH:26][CH:25]=2)(=[O:23])=[O:22])[CH2:17][CH2:16]1)(C)(C)C>ClCCl>[CH3:31][O:30][C:27]1[CH:28]=[CH:29][C:24]([S:21]([N:18]2[CH2:17][CH2:16][N:15]([CH2:14][C:13]([OH:32])=[O:12])[CH2:20][CH2:19]2)(=[O:23])=[O:22])=[CH:25][CH:26]=1. Reported procedure: Trifluoroacetic acid (2.5 mL) was added to a solution of [4-(4-methoxy-benzenesulfonyl)-piperazin-1-yl]-acetic acid tert-butyl ester (1.48 g, 4 mmol) in dichloromethane (10 mL). The reaction was stirred at room temperature for 3 days. The solvent was removed in vacuo and the residue was triturated with diethyl ether. Filtration yielded the product as a white solid (1.25 g, quant.). 1H NMR (400 MHz, DMSO-d6) δ 7.70 (dt, J=9.6, 2.4 Hz, 2H), 7.21 (dt, J=9.6, 2.4 Hz, 2H), 3.86 (m, 5H), 3.09 (m, 8H). RXN SMILES: [Al+3:20].[CH2:34]1[O:35][CH2:36][CH2:37][CH2:38]1.[H-:19].[H-:22].[H-:23].[H-:24].[Li+:21].[N:1]1([CH2:6][CH2:7][N:8]2[C:9](=[O:18])[CH2:10][CH2:11][c:12]3[cH:13][cH:14][cH:15][cH:16][c:17]32)[CH2:2][CH2:3][CH2:4][CH2:5]1.[Na+:26].[Na+:27].[Na+:28].[O-:29][S:30]([O-:31])(=[O:32])=[O:33].[OH-:25]>>[N:1]1([CH2:6][CH2:7][N:8]2[CH2:9][CH2:10][CH2:11][c:12]3[cH:13][cH:14][cH:15][cH:16][c:17]32)[CH2:2][CH2:3][CH2:4][CH2:5]1. The product is c1ccc2c(c1)CCCN2CCN1CCCC1. The reactants are [Al+3], C1CCOC1, [H-], [H-], [H-], [H-], [Li+], O=C1CCc2ccccc2N1CCN1CCCC1, [Na+], [Na+], [Na+], O=S(=O)([O-])[O-], [OH-]. The reactants are CO[C@@H](C(=O)O)C1=CC=CC=C1.FC1=C(C=C(C=C1OCCO)OC)[C@H](C1=NN(C(N1)=O)C1=NC=CC=N1)NC1=CC=C(C(=N)N)C=C1 (4-{[(R)-[2-fluoro-3-(2-hydroxyethoxy)-5-methoxyphenyl](5-oxo-1-pyrimidin-2-yl-4,5-dihydro-1H-1,2,4-triazol-3-yl)methyl]amino}benzamidine (R)-methoxyphenylacetate), C([O-])([O-])=O.[K+].[K+] (potassium carbonate), CS(=O)C (dimethyl sulfoxide), C1(=CC=CC=C1)OC(OCC(=C)C)=O (carbonic acid 2-methylallyl ester phenyl ester). Run in O (water), C(C)(=O)OCC (ethyl acetate), C(C)(=O)O (acetic acid). Reaction conditions: temperature 60 celsius, time 30 minute. The product is CC(COC(N=C(N)C1=CC=C(C=C1)N[C@@H](C1=NN(C(N1)=O)C1=NC=CC=N1)C1=C(C(=CC(=C1)OC)OCCO)F)=O)=C ([1-amino(4-{[(R)-[2-fluoro-3-(2-hydroxyethoxy)-5-methoxyphenyl](5-oxo-1-pyrimidin-2-yl-4,5-dihydro-1H-[1,2,4]-triazol-3-yl)methyl]amino}phenyl)methylene]carbamic acid 2-methylallyl ester). RXN SMILES: CO[C@H](C1C=CC=CC=1)C(O)=O.[F:13][C:14]1[C:19]([O:20][CH2:21][CH2:22][OH:23])=[CH:18][C:17]([O:24][CH3:25])=[CH:16][C:15]=1[C@@H:26]([NH:39][C:40]1[CH:48]=[CH:47][C:43]([C:44]([NH2:46])=[NH:45])=[CH:42][CH:41]=1)[C:27]1[NH:31][C:30](=[O:32])[N:29]([C:33]2[N:38]=[CH:37][CH:36]=[CH:35][N:34]=2)[N:28]=1.C(=O)([O-])[O-].[K+].[K+].CS(C)=O.C1([O:65][C:66](=O)[O:67][CH2:68][C:69]([CH3:71])=[CH2:70])C=CC=CC=1>C(O)(=O)C.O.C(OCC)(=O)C>[CH3:71][C:69](=[CH2:70])[CH2:68][O:67][C:66](=[O:65])[N:45]=[C:44]([C:43]1[CH:42]=[CH:41][C:40]([NH:39][C@H:26]([C:15]2[CH:16]=[C:17]([O:24][CH3:25])[CH:18]=[C:19]([O:20][CH2:21][CH2:22][OH:23])[C:14]=2[F:13])[C:27]2[NH:31][C:30](=[O:32])[N:29]([C:33]3[N:34]=[CH:35][CH:36]=[CH:37][N:38]=3)[N:28]=2)=[CH:48][CH:47]=1)[NH2:46] |f:0.1,2.3.4|. Reported procedure: To a mixture of 4-{[(R)-[2-fluoro-3-(2-hydroxyethoxy)-5-methoxyphenyl](5-oxo-1-pyrimidin-2-yl-4,5-dihydro-1H-1,2,4-triazol-3-yl)methyl]amino}benzamidine (R)-methoxyphenylacetate (0.5 g, 0.755 mmol), potassium carbonate (104 mg, 0.755 mmol), and dimethyl sulfoxide (1.5 mL), carbonic acid 2-methylallyl ester phenyl ester [CAS No. 138621-73-5] (145 mg, 0.755 mmol) was added, and the resulting mixture was stirred at 60° C. for 2 hours and 30 minutes. After cooling the mixture, the reaction solution ...